This data is from the Open Reaction Database (ORD), a public repository of structured organic reaction records. The task is: describe an organic reaction: reactants, conditions, products, and yield Yields the product COc1ccc(CNC(=O)CN2CCN(CC(=O)c3ccccc3)CC2)cc1, Cl, Cl. As a reaction SMILES: [CH2:17]([C:18](=[O:19])[c:20]1[cH:21][cH:22][cH:23][cH:24][cH:25]1)[N:26]1[CH2:27][CH2:28][NH:29][CH2:30][CH2:31]1.[CH3:1][O:2][c:3]1[cH:4][cH:5][c:6]([CH2:7][NH:8][C:9]([CH2:10][Cl:11])=[O:12])[cH:13][cH:14]1.[ClH:15].[ClH:16].[K+:32].[K+:33].[O-:34][C:35]([O-:36])=[O:37].[O:38]=[CH:39][N:40]([CH3:41])[CH3:42]>>[CH3:1][O:2][c:3]1[cH:4][cH:5][c:6]([CH2:7][NH:8][C:9]([CH2:10][N:29]2[CH2:28][CH2:27][N:26]([CH2:17][C:18](=[O:19])[c:20]3[cH:21][cH:22][cH:23][cH:24][cH:25]3)[CH2:31][CH2:30]2)=[O:12])[cH:13][cH:14]1.[ClH:11].[ClH:15]. The reactants are O=C(CN1CCNCC1)c1ccccc1, COc1ccc(CNC(=O)CCl)cc1, Cl, Cl, [K+], [K+], O=C([O-])[O-], CN(C)C=O. Starting materials: Cc1cc(COS(C)(=O)=O)nn1C, O=C1OC2(CCN(C(=O)c3c[nH]c4cc(Cl)ccc34)CC2)c2ccc(F)cc21. Product: Cc1cc(Cn2cc(C(=O)N3CCC4(CC3)OC(=O)c3cc(F)ccc34)c3ccc(Cl)cc32)nn1C. As a reaction SMILES: [CH3:29][n:30]1[n:31][c:32]([CH2:36][O:37][S:38]([CH3:39])(=[O:40])=[O:41])[cH:33][c:34]1[CH3:35].[Cl:1][c:2]1[cH:3][cH:4][c:5]2[c:6]([C:11](=[O:12])[N:13]3[CH2:14][CH2:15][C:16]4([O:17][C:18](=[O:26])[c:19]5[c:20]4[cH:21][cH:22][c:23]([F:25])[cH:24]5)[CH2:27][CH2:28]3)[cH:7][nH:8][c:9]2[cH:10]1>>[Cl:1][c:2]1[cH:3][cH:4][c:5]2[c:6]([C:11](=[O:12])[N:13]3[CH2:14][CH2:15][C:16]4([O:17][C:18](=[O:26])[c:19]5[c:20]4[cH:21][cH:22][c:23]([F:25])[cH:24]5)[CH2:27][CH2:28]3)[cH:7][n:8]([CH2:36][c:32]3[n:31][n:30]([CH3:29])[c:34]([CH3:35])[cH:33]3)[c:9]2[cH:10]1. Procedure: A solution of 7-cyano-1,2,3,4-tetrahydro-5,6-dinitro-naphthalene (0.18 g, 0.73 mmol) in ethanol was hydrogenated at room temperature and atmospheric pressure in the presence of 100 mg of 5% palladium-on-charcoal. The catalyst was filtered off, and the filtrate was evaporated to dryness. The solid residue was suspended in 10 ml of 1M hydrochloric acid, oxalic acid dihydrate (0.15 g, 1.2 mmol) was added, and the mixture was refluxed for 3 h. After cooling, the solid was collected and washed with w... RXN SMILES: [C:1]([C:3]1[CH:12]=[C:11]2[C:6]([CH2:7][CH2:8][CH2:9][CH2:10]2)=[C:5]([N+:13]([O-])=O)[C:4]=1[N+:16]([O-])=O)#[N:2].[OH2:19].O.[C:21](O)(=[O:25])[C:22](O)=[O:23]>C(O)C.[Pd]>[C:1]([C:3]1[C:4]2[N:16]=[C:22]([OH:23])[C:21]([OH:25])=[N:13][C:5]=2[C:6]2[CH2:7][CH2:8][CH2:9][CH2:10][C:11]=2[CH:12]=1)(=[O:19])[NH2:2] |f:1.2.3|. Reagents/catalysts: [Pd] (palladium-on-charcoal). Product: C(N)(=O)C1=CC2=C(C=3N=C(C(=NC13)O)O)CCCC2 (5-Carbamoyl-7,8,9,10-tetrahydro-2,3-dihydroxybenzo(f)quinoxaline). Run in C(C)O (ethanol). The reactants are C(#N)C1=C(C(=C2CCCCC2=C1)[N+](=O)[O-])[N+](=O)[O-] (7-cyano-1,2,3,4-tetrahydro-5,6-dinitro-naphthalene), O.O.C(C(=O)O)(=O)O (oxalic acid dihydrate). Reactants: three, acetal, BrCCC1OCCO1 (2-(2-bromoethyl)-1,3-dioxolane), C(=O)(O)[O-].[Na+] (NaHCO3), CC1=CC(=NC(=C1)C1=NC=CC=C1)C1=NC=CC=C1 (4′-methyl-2,2′:6′,2″-terpyridine), [Li+].CC(C)[N-]C(C)C (LDA), Cl (HCl). The solvent is C1CCOC1 (THF), [Cl-].[Na+].O (brine). Run at temperature -78 celsius, time 2 hour. Product: C(=O)CCCC1=CC(=NC(=C1)C1=NC=CC=C1)C1=NC=CC=C1 (4′-(3-formylpropyl)-2,2′:6′,2″-terpyridine). The yield is 56.0%. As a reaction SMILES: [CH3:1][C:2]1[CH:7]=[C:6]([C:8]2[CH:13]=[CH:12][CH:11]=[CH:10][N:9]=2)[N:5]=[C:4]([C:14]2[CH:19]=[CH:18][CH:17]=[CH:16][N:15]=2)[CH:3]=1.[Li+].CC([N-]C(C)C)C.Br[CH2:29][CH2:30][CH:31]1OCC[O:32]1.Cl.C([O-])(O)=O.[Na+]>C1COCC1.[Cl-].[Na+].O>[CH:31]([CH2:30][CH2:29][CH2:1][C:2]1[CH:7]=[C:6]([C:8]2[CH:13]=[CH:12][CH:11]=[CH:10][N:9]=2)[N:5]=[C:4]([C:14]2[CH:19]=[CH:18][CH:17]=[CH:16][N:15]=2)[CH:3]=1)=[O:32] |f:1.2,5.6,8.9.10|. Procedure: a 100 mL three necked RB flask, equipped with a rubber septum, a teflon coated stir bar and a gas inlet adaptor was flushed with N2. 4′-methyl-2,2′:6′,2″-terpyridine (18) (0.494 gm., 2 mmol), prepared by literature methods (see K. T. Potts, et al, J. Am. Chem. Soc., 1987, 109, 3961-3967) was dissolved in dry THF (10 mL) and was syringed into the flask. The reaction mixture was cooled to −78° C. and LDA (1.6 mL, 2.4 mmol) was added via syringe. The resulting dark brown mixture was stirred for 2 h... Starting materials: FC1=CC=C(C=C1)N1N=CC(=C(C1=O)OS(=O)(=O)C1=CC=C(C)C=C1)C1=CC=C(C=C1)S(=O)(=O)C (2-(4-fluorophenyl)-4-tosyloxy-5-[4-(methylsulfonyl)phenyl]-3(2H)-pyridazinone), C1C(C1)CCO (2-cyclopropane ethanol), N (NH3). The product is FC1=CC=C(C=C1)N1N=CC(=C(C1=O)OCCC1CC1)C1=CC=C(C=C1)S(=O)(=O)C (2-(4-Fluorophenyl)-4-(2-cyclopropyl-1-ethoxy)-5-[4-(methylsulfonyl)phenyl]-3(2H)-pyridazinone). As a reaction SMILES: [F:1][C:2]1[CH:7]=[CH:6][C:5]([N:8]2[C:13](=[O:14])[C:12]([O:15]S(C3C=CC(C)=CC=3)(=O)=O)=[C:11]([C:26]3[CH:31]=[CH:30][C:29]([S:32]([CH3:35])(=[O:34])=[O:33])=[CH:28][CH:27]=3)[CH:10]=[N:9]2)=[CH:4][CH:3]=1.[CH2:36]1[CH2:38][CH:37]1[CH2:39][CH2:40]O.N>>[F:1][C:2]1[CH:3]=[CH:4][C:5]([N:8]2[C:13](=[O:14])[C:12]([O:15][CH2:40][CH2:39][CH:37]3[CH2:38][CH2:36]3)=[C:11]([C:26]3[CH:27]=[CH:28][C:29]([S:32]([CH3:35])(=[O:34])=[O:33])=[CH:30][CH:31]=3)[CH:10]=[N:9]2)=[CH:6][CH:7]=1. Procedure: The title compound was prepared according to the method of Example 335, substituting 2-(4-fluorophenyl)-4-tosyloxy-5-[4-(methylsulfonyl)phenyl]-3(2H)-pyridazinone in place of 2-(3-chlorophenyl)-4-tosyloxy-5-[4-(methylsulfonyl)phenyl]-3(2H)-pyridazinone and substituting 2-cyclopropane ethanol in place of isobutanol (yield: 0.1472 g, 100%). mp 111-117° C. 1H NMR (300 MHz, DMSO d6) δ −0.01 (m, 2H), 0.31 (m, 2H), 0.60 (m, 1H), 1.49 (q, J=6 Hz, 2H), 3.29 (s, 3H), 4.48 (t, J=6 Hz, 2H), 7.37 (m, 2H), 7...